describe an organic reaction: reactants, conditions, products, and yield From a dataset of the Open Reaction Database (ORD), a public repository of structured organic reaction records. Starting materials: [Ag], O=C1c2ccccc2C(=O)N1CCCCBr, CN(C)C=O, c1c[nH]cn1. Product: O=C1c2ccccc2C(=O)N1CCCCn1ccnc1. Reaction SMILES: [Ag:22].[Br:1][CH2:2][CH2:3][CH2:4][CH2:5][N:6]1[C:7](=[O:16])[c:8]2[cH:9][cH:10][cH:11][cH:12][c:13]2[C:14]1=[O:15].[CH3:23][N:24]([CH3:25])[CH:26]=[O:27].[nH:17]1[cH:18][n:19][cH:20][cH:21]1>>[CH2:2]([CH2:3][CH2:4][CH2:5][N:6]1[C:7](=[O:16])[c:8]2[cH:9][cH:10][cH:11][cH:12][c:13]2[C:14]1=[O:15])[n:17]1[cH:18][n:19][cH:20][cH:21]1. Yields the product BrC=1C=C(C(=NC1)Cl)NS(=O)(=O)N1CCCCC1 (N-(5-bromo-2-chloropyridin-3-yl)piperidine-1-sulfonamide). Run at temperature 40 celsius. The reagents and catalysts are CN(C)C=1C=CN=CC1 (DMAP). Procedure details: To a 50 ml round-bottom flask equipped with a stir bar and charged with 5-bromo-2-chloropyridin-3-amine (0.245 g, 1.2 mmol) in pyridine (1.5 ml), was added DMAP (0.036 g, 0.30 mmol) and piperidine (0.12 ml, 1.2 mmol). The mixture was chilled to 40° C. in a dry ice/acetone bath. Then sulfuryl chloride (0.10 ml, 1.3 mmol) was added dropwise into the mixture while stirring. After the addition, the ice bath was removed and the mixture was allowed to stir under inert atmosphere overnight. The progres... The solvent is N1=CC=CC=C1 (pyridine). Yield: 70.5%. The reactants are N1CCCCC1 (piperidine), BrC=1C=C(C(=NC1)Cl)N (5-bromo-2-chloropyridin-3-amine), S(=O)(=O)(Cl)Cl (sulfuryl chloride). As a reaction SMILES: [Br:1][C:2]1[CH:3]=[C:4]([NH2:9])[C:5]([Cl:8])=[N:6][CH:7]=1.[NH:10]1[CH2:15][CH2:14][CH2:13][CH2:12][CH2:11]1.[S:16](Cl)(Cl)(=[O:18])=[O:17]>N1C=CC=CC=1.CN(C1C=CN=CC=1)C>[Br:1][C:2]1[CH:3]=[C:4]([NH:9][S:16]([N:10]2[CH2:15][CH2:14][CH2:13][CH2:12][CH2:11]2)(=[O:18])=[O:17])[C:5]([Cl:8])=[N:6][CH:7]=1. Starting materials: CC1=CC(=NC(=C1)C)NC(=S)NS(=O)(=O)C1=CC=C(C=C1)C (1-(4,6-dimethyl-2-pyridyl)-3-(4-methylphenyl)sulfonyl-2-thiourea), S(=O)(=O)(Cl)Cl (sulfuryl chloride). The solvent is C(Cl)(Cl)Cl (chloroform). Conditions: time 15 minute. The product is CC1=CC(=CC=2N1SC(N2)=NS(=O)(=O)C2=CC=C(C=C2)C)C (5, 7-dimethyl-2-(4-methylphenyl) sulfonylimino-2H-[1,2,4]thiadiazolo[2,3- a]pyridine). Yield: 83.3%. As a reaction SMILES: [CH3:1][C:2]1[CH:7]=[C:6]([CH3:8])[N:5]=[C:4]([NH:9][C:10]([NH:12][S:13]([C:16]2[CH:21]=[CH:20][C:19]([CH3:22])=[CH:18][CH:17]=2)(=[O:15])=[O:14])=[S:11])[CH:3]=1.S(Cl)(Cl)(=O)=O>C(Cl)(Cl)Cl>[CH3:8][C:6]1[N:5]2[S:11][C:10](=[N:12][S:13]([C:16]3[CH:17]=[CH:18][C:19]([CH3:22])=[CH:20][CH:21]=3)(=[O:14])=[O:15])[N:9]=[C:4]2[CH:3]=[C:2]([CH3:1])[CH:7]=1. Procedure details: To a mixture of 1-(4,6-dimethyl-2-pyridyl)-3-(4-methylphenyl)sulfonyl-2-thiourea (2.90 g) and chloroform (50 ml), sulfuryl chloride (1.28 g) was added. After being stirred at room temperature for 15 minutes, the mixture was refiuxed with heating for 30 minutes. The reaction mixture was concentrated, and the resulting crystal was collected by filtration and suspended in water. After pH adjustment to 7 by the addition of saturated aqueous sodium bicarbonate, the suspension was stirred at room temp... Reactants: Cl (HCl), NCCN1N=C(N=N1)N([C@@H]1C2=C(N(CCC1)CC1CC1)C=C(C(=C2)C)C(F)(F)F)CC2=CC(=CC(=C2)C(F)(F)F)C(F)(F)F ((S)-[2-(2-Amino-ethyl)-2H-tetrazol-5-yl]-(3,5-bis-trifluoromethyl-benzyl)-(1-cyclopropylmethyl-7-methyl-8-trifluoromethyl-2,3,4,5-tetrahydro-1H-benzo[b]azepin-5-yl)-amine). The solvent is C(C)OCC (ethyl ether), C(C)OCC (ethyl ether). Conditions: time 10 minute. Yields the product Cl.NCCN1N=C(N=N1)N([C@@H]1C2=C(N(CCC1)CC1CC1)C=C(C(=C2)C)C(F)(F)F)CC2=CC(=CC(=C2)C(F)(F)F)C(F)(F)F ((S)-[2-(2-Amino-ethyl)-2H-tetrazol-5-yl]-(3,5-bis-trifluoromethyl-benzyl)-(1-cyclopropylmethyl-7-methyl-8-trifluoromethyl-2,3,4,5-tetrahydro-1H-benzo[b]azepin-5-yl)-amine hydrochloride). Reaction SMILES: [ClH:1].[NH2:2][CH2:3][CH2:4][N:5]1[N:9]=[N:8][C:7]([N:10]([CH2:31][C:32]2[CH:37]=[C:36]([C:38]([F:41])([F:40])[F:39])[CH:35]=[C:34]([C:42]([F:45])([F:44])[F:43])[CH:33]=2)[C@H:11]2[CH2:17][CH2:16][CH2:15][N:14]([CH2:18][CH:19]3[CH2:21][CH2:20]3)[C:13]3[CH:22]=[C:23]([C:27]([F:30])([F:29])[F:28])[C:24]([CH3:26])=[CH:25][C:12]2=3)=[N:6]1>C(OCC)C>[ClH:1].[NH2:2][CH2:3][CH2:4][N:5]1[N:9]=[N:8][C:7]([N:10]([CH2:31][C:32]2[CH:33]=[C:34]([C:42]([F:43])([F:44])[F:45])[CH:35]=[C:36]([C:38]([F:41])([F:40])[F:39])[CH:37]=2)[C@H:11]2[CH2:17][CH2:16][CH2:15][N:14]([CH2:18][CH:19]3[CH2:21][CH2:20]3)[C:13]3[CH:22]=[C:23]([C:27]([F:29])([F:30])[F:28])[C:24]([CH3:26])=[CH:25][C:12]2=3)=[N:6]1 |f:3.4|. Procedure: Add 1.0 N HCl in ethyl ether (0.0500 mL) to a solution of (S)-[2-(2-Amino-ethyl)-2H-tetrazol-5-yl]-(3,5-bis-trifluoromethyl-benzyl)-(1-cyclopropylmethyl-7-methyl-8-trifluoromethyl-2,3,4,5-tetrahydro-1H-benzo[b]azepin-5-yl)-amine (0.0300 mg, 0.0472 mmole) in ethyl ether (0.500 mL), stir for 10 minutes. Evaporate the solvent to provide the title compound as white powder. MS (ES+): 636 (M+H). The reactants are COC(=O)c1c(CN)c(=O)c2ccc(Cl)cc2n1-c1ccccc1, CCN(C(C)C)C(C)C, O=C(Cl)Oc1ccccc1, ClCCl, Cl. Yields the product COC(=O)c1c(CNC(=O)Oc2ccccc2)c(=O)c2ccc(Cl)cc2n1-c1ccccc1. Reaction SMILES: [CH3:2][O:3][C:4](=[O:5])[c:6]1[n:7](-[c:20]2[cH:21][cH:22][cH:23][cH:24][cH:25]2)[c:8]2[cH:9][c:10]([Cl:19])[cH:11][cH:12][c:13]2[c:14](=[O:18])[c:15]1[CH2:16][NH2:17].[CH:36]([N:37]([CH2:38][CH3:39])[CH:40]([CH3:41])[CH3:42])([CH3:43])[CH3:44].[Cl:26][C:27](=[O:28])[O:29][c:30]1[cH:31][cH:32][cH:33][cH:34][cH:35]1.[Cl:45][CH2:46][Cl:47].[ClH:1]>>[CH3:2][O:3][C:4](=[O:5])[c:6]1[n:7](-[c:20]2[cH:21][cH:22][cH:23][cH:24][cH:25]2)[c:8]2[cH:9][c:10]([Cl:19])[cH:11][cH:12][c:13]2[c:14](=[O:18])[c:15]1[CH2:16][NH:17][C:27](=[O:28])[O:29][c:30]1[cH:31][cH:32][cH:33][cH:34][cH:35]1. Starting materials: CC1(NC(OC1C#C)=O)C (4,4-Dimethyl-5-ethynyl-2-oxazolidinone), ClC1=NC=NC2=CC=C(C=C12)I (4chloro-6-iodoquinazoline), C(C)(C)NC(C)C (diisopropylamine). The reagents and catalysts are Cl[Pd]([P](C1=CC=CC=C1)(C2=CC=CC=C2)C3=CC=CC=C3)([P](C4=CC=CC=C4)(C5=CC=CC=C5)C6=CC=CC=C6)Cl (dichlorobis(triphenylphosphine)palladium(II)), [Cu](I)I (copper iodide). Run in C1CCOC1 (THF). Conditions: time 4 hour. The product is ClC1=NC(=NC2=CC=CC=C12)C#CC1C(NC(O1)=O)(C)C (5-(4-Chloro-quinazolin-ylethynyl)-4,4-dimethyl-oxazolidin-2-one). Isolated yield 72.2%. RXN SMILES: [CH3:1][C:2]1([CH3:10])[CH:6]([C:7]#[CH:8])[O:5][C:4](=[O:9])[NH:3]1.[Cl:11][C:12]1[C:21]2[C:16](=[CH:17][CH:18]=[C:19](I)[CH:20]=2)[N:15]=[CH:14][N:13]=1.C(NC(C)C)(C)C>C1COCC1.Cl[Pd](Cl)([P](C1C=CC=CC=1)(C1C=CC=CC=1)C1C=CC=CC=1)[P](C1C=CC=CC=1)(C1C=CC=CC=1)C1C=CC=CC=1.[Cu](I)I>[Cl:11][C:12]1[C:21]2[C:16](=[CH:17][CH:18]=[CH:19][CH:20]=2)[N:15]=[C:14]([C:8]#[C:7][CH:6]2[O:5][C:4](=[O:9])[NH:3][C:2]2([CH3:10])[CH3:1])[N:13]=1 |^1:37,56|. Procedure details: A mixture of 4,4-Dimethyl-5-ethynyl-2-oxazolidinone (1.10 g, 7.90 mmol), 4chloro-6-iodoquinazoline (1.63 g, 5.60 mmol), dichlorobis(triphenylphosphine)palladium(II) (200 mg, 0.28 mmol), copper iodide (53 mg, 0.28 mmol), and diisopropylamine (0.57 g, 5.60 mmol) in anhydrous THF (30 mL) was stirred at room temperature under nitrogen for 4 hours. After concentration, the residue was dissolved in CH2Cl2 (80 mL), washed with aqueous NH4Cl and brine, dried over sodium sulfate, and concentrated to give... Starting materials: CC(C(=O)NC(C(=O)N1CCC2NCC(OCc3ccc(F)cc3)C21)C(C)(C)C)N(C)C(=O)OCc1ccccc1, O=C=NCc1ccccc1, CO, ClCCl, [NH4+], [OH-]. Yields the product CC(C(=O)NC(C(=O)N1CCC2C1C(OCc1ccc(F)cc1)CN2C(=O)NCc1ccccc1)C(C)(C)C)N(C)C(=O)OCc1ccccc1. As a reaction SMILES: [CH2:1]([c:2]1[cH:3][cH:4][cH:5][cH:6][cH:7]1)[O:8][C:9]([N:10]([CH3:11])[CH:12]([CH3:13])[C:14]([NH:15][CH:16]([C:17]([CH3:18])([CH3:19])[CH3:20])[C:21](=[O:22])[N:23]1[CH:24]2[CH:25]([CH2:26][CH2:27]1)[NH:28][CH2:29][CH:30]2[O:31][CH2:32][c:33]1[cH:34][cH:35][c:36]([F:39])[cH:37][cH:38]1)=[O:40])=[O:41].[CH2:42]([c:43]1[cH:44][cH:45][cH:46][cH:47][cH:48]1)[N:49]=[C:50]=[O:51].[CH3:52][OH:53].[Cl:56][CH2:57][Cl:58].[NH4+:55].[OH-:54]>>[CH2:1]([c:2]1[cH:3][cH:4][cH:5][cH:6][cH:7]1)[O:8][C:9]([N:10]([CH3:11])[CH:12]([CH3:13])[C:14]([NH:15][CH:16]([C:17]([CH3:18])([CH3:19])[CH3:20])[C:21](=[O:22])[N:23]1[CH:24]2[CH:25]([CH2:26][CH2:27]1)[N:28]([C:50]([NH:49][CH2:42][c:43]1[cH:44][cH:45][cH:46][cH:47][cH:48]1)=[O:51])[CH2:29][CH:30]2[O:31][CH2:32][c:33]1[cH:34][cH:35][c:36]([F:39])[cH:37][cH:38]1)=[O:40])=[O:41]. The reactants are CC(C)(C)[PH+](CCCS(=O)(=O)[O-])C(C)(C)C (3-(di-tert-butylphosphonium)propane sulfonate), BrC1=CC=C2CC3(CCC(CC3)(F)F)C3(N=C(C(=N3)N)C)C2=C1 (6′-Bromo-4,4-difluoro-5″-methyl-3′H-dispiro[cyclohexane-1,2′-indene-1′,2″-imidazol]-4″-amine), ClC=1C=C(C=NC1)B(O)O (5-chloropyridin-3-ylboronic acid), CC(C)(C)[PH+](CCCS(=O)(=O)[O-])C(C)(C)C (3-(di-tert-butylphosphonium)propane sulfonate), C(=O)([O-])[O-].[K+].[K+] (K2CO3), ClC=1C=C(C=NC1)B(O)O (5-chloropyridin-3-ylboronic acid). Reagents/catalysts: [Na+].[Na+].Cl[Pd+2](Cl)(Cl)Cl (sodium tetrachloropalladate(II)), [Na+].[Na+].Cl[Pd+2](Cl)(Cl)Cl (Sodium tetrachloropalladate(II)). The solvent is O (Water), CC1OCCC1 (2-methyl-tetrahydrofuran). Reaction conditions: temperature 100 celsius. Yields the product ClC=1C=C(C=NC1)C1=CC=C2CC3(CCC(CC3)(F)F)C3(N=C(C(=N3)N)C)C2=C1 (6′-(5-Chloropyridin-3-yl)-4,4-difluoro-5″-methyl-3′H-dispiro[cyclohexane-1,2′-indene-1′,2″-imidazol]-4″-amine). The yield is 38.0%. Reaction SMILES: CC([PH+](C(C)(C)C)CCCS([O-])(=O)=O)(C)C.Br[C:18]1[CH:39]=[C:38]2[C:21]([CH2:22][C:23]3([C:31]42[N:35]=[C:34]([NH2:36])[C:33]([CH3:37])=[N:32]4)[CH2:28][CH2:27][C:26]([F:30])([F:29])[CH2:25][CH2:24]3)=[CH:20][CH:19]=1.[Cl:40][C:41]1[CH:42]=[C:43](B(O)O)[CH:44]=[N:45][CH:46]=1.C([O-])([O-])=O.[K+].[K+]>CC1CCCO1.[Na+].[Na+].Cl[Pd+2](Cl)(Cl)Cl.O>[Cl:40][C:41]1[CH:42]=[C:43]([C:18]2[CH:39]=[C:38]3[C:21]([CH2:22][C:23]4([C:31]53[N:35]=[C:34]([NH2:36])[C:33]([CH3:37])=[N:32]5)[CH2:24][CH2:25][C:26]([F:30])([F:29])[CH2:27][CH2:28]4)=[CH:20][CH:19]=2)[CH:44]=[N:45][CH:46]=1 |f:3.4.5,7.8.9|. Procedure details: Sodium tetrachloropalladate(II) (7.70 mg, 0.03 mmol), 3-(di-tert-butylphosphonium)propane sulfonate (7.02 mg, 0.03 mmol), 6′-bromo-4,4-difluoro-5″-methyl-3′H-dispiro[cyclohexane-1,2′-indene-1′,2″-imidazol]-4″-amine (Example 27, 100 mg, 0.26 mmol) and 5-chloropyridin-3-ylboronic acid (52.0 mg, 0.31 mmol) were added to a microwave vial and dissolved in 2-methyl-tetrahydrofuran (1 mL). K2CO3 (2M aq) (0.392 mL, 0.78 mmol) was added and the vial was flushed with Ar (g) and capped. The mixture was hea... Starting materials: [BH3-]C#N, O=C([O-])O, C=C1CCC(=O)CC1, CO, CC(=O)O, CCOC(=O)c1ccc(N2CCNCC2)cc1, [Na+], [Na+], O. The product is C=C1CCC(N2CCN(c3ccc(C(=O)OCC)cc3)CC2)CC1. Reaction SMILES: [C:26]([BH3-:27])#[N:28].[C:30](=[O:31])([O-:32])[OH:33].[CH2:18]=[C:19]1[CH2:20][CH2:21][C:22](=[O:25])[CH2:23][CH2:24]1.[CH3:35][OH:36].[CH3:37][C:38](=[O:39])[OH:40].[N:1]1([c:7]2[cH:8][cH:9][c:10]([C:11](=[O:12])[O:13][CH2:14][CH3:15])[cH:16][cH:17]2)[CH2:2][CH2:3][NH:4][CH2:5][CH2:6]1.[Na+:29].[Na+:34].[OH2:41]>>[N:1]1([c:7]2[cH:8][cH:9][c:10]([C:11](=[O:12])[O:13][CH2:14][CH3:15])[cH:16][cH:17]2)[CH2:2][CH2:3][N:4]([CH:22]2[CH2:21][CH2:20][C:19](=[CH2:18])[CH2:24][CH2:23]2)[CH2:5][CH2:6]1. The reactants are C1=CC=C2C(=C1)C(=O)C(C2=O)(O)O (ninhydrin), Cl.C1(=CC=CC=C1)NC(NN)=S (4-phenyl thiosemicarbazide hydrochloride). Yields the product C1(=CC=CC=C1)NC(NN=C1C(C2=CC=CC=C2C1=O)=O)=S (2-(4-phenyl thiosemicarbazono)-indan-1,3-dione). As a reaction SMILES: [CH:1]1[CH:6]=[C:5]2[C:7]([C:9](O)(O)[C:10](=[O:11])[C:4]2=[CH:3][CH:2]=1)=[O:8].Cl.[C:15]1([NH:21][C:22](=[S:25])[NH:23][NH2:24])[CH:20]=[CH:19][CH:18]=[CH:17][CH:16]=1>>[C:15]1([NH:21][C:22](=[S:25])[NH:23][N:24]=[C:9]2[C:10](=[O:11])[C:4]3[C:5](=[CH:6][CH:1]=[CH:2][CH:3]=3)[C:7]2=[O:8])[CH:16]=[CH:17][CH:18]=[CH:19][CH:20]=1 |f:1.2|. Procedure: ninhydrin, 4-phenyl thiosemicarbazide hydrochloride